This data is from the Open Reaction Database (ORD), a public repository of structured organic reaction records. The task is: describe an organic reaction: reactants, conditions, products, and yield Reactants: CC(CC)=O (2-butanone), CC(C)(C#N)N=NC(C)(C)C#N (AIBN), C(C)(C)O (isopropanol), O (water), C(C)#N (acetonitrile), CC(CC)=O (2-butanone). The solvent is CCCCCC (n-hexane). Reaction conditions: temperature 80 celsius, time 1 hour. The product is C(C)(=O)OC(COC)C (propylene glycol monomethyl ether acetate). The yield is 77.0%. RXN SMILES: CC(N=N[C:8]([C:11]#N)([CH3:10])C)(C#N)C.[OH2:13].C(#N)C.[CH:17]([OH:20])([CH3:19])C.C[C:22](=[O:25])CC>CCCCCC>[C:17]([O:20][CH:8]([CH3:10])[CH2:11][O:25][CH3:22])(=[O:13])[CH3:19]. Procedure details: 1.8 g (20 mol %) of the compound (M-2) and 8.2 g (20 mol %) of the compound (M-16) were dissolved in 10 g of 2-butanone, and 0.37 g (5 mol % based on the total number of moles of the compounds) of AIBN (initiator) was added to the solution to prepare a monomer solution. A three-necked flask (100 mL) was charged with 5 g of 2-butanone, purged with nitrogen for 30 minutes, and heated to 80° C. with stirring. The monomer solution prepared as described above was added dropwise to the flask from a dr... Reaction SMILES: [Cl:1][C:2]1[CH:22]=[CH:21][C:5]([C:6]([C:8]2[N:12]([CH3:13])[C:11]([CH2:14][CH2:15][C:16]([O:18]CC)=[O:17])=[CH:10][CH:9]=2)=[O:7])=[CH:4][CH:3]=1.[OH-].[Na+]>C(O)C>[Cl:1][C:2]1[CH:22]=[CH:21][C:5]([C:6]([C:8]2[N:12]([CH3:13])[C:11]([CH2:14][CH2:15][C:16]([OH:18])=[O:17])=[CH:10][CH:9]=2)=[O:7])=[CH:4][CH:3]=1 |f:1.2|. Procedure details: A suspension of 8.0 g. (0.025 mole) of ethyl 5-(ρ-chlorobenzoyl)-1-methylpyrrole-2-propionate in 15 ml. ethanol and 30 ml. 1N sodium hydroxide is refluxed for one hour. The ethanol is then evaporated, and the remaining solution is poured into dilute hydrochloric acid. The remaining solution is poured into dilute hydrochloric acid. The resulting white precipitate is filtered off and purified by recrystallization from isopropyl alcohol, 5-(ρ-chlorobenzoyl)-1-methylpyrrole-2-propionic acid, M.P. 18... The solvent is C(C)O (ethanol). Starting materials: ClC1=CC=C(C(=O)C2=CC=C(N2C)CCC(=O)OCC)C=C1 (ethyl 5-(ρ-chlorobenzoyl)-1-methylpyrrole-2-propionate), [OH-].[Na+] (sodium hydroxide). The product is ClC1=CC=C(C(=O)C2=CC=C(N2C)CCC(=O)O)C=C1 (5-(ρ-chlorobenzoyl)-1-methylpyrrole-2-propionic acid). Starting materials: COc1ccc(Oc2c(Br)cc(OC(=O)c3ccccc3)cc2Br)cc1Cc1ccc(F)cc1, C1CCOC1, CCOC(C)=O, [Na+], [OH-]. Product: COc1ccc(Oc2c(Br)cc(O)cc2Br)cc1Cc1ccc(F)cc1. As a reaction SMILES: [C:1](=[O:2])([c:3]1[cH:4][cH:5][cH:6][cH:7][cH:8]1)[O:9][c:10]1[cH:11][c:12]([Br:34])[c:13]([O:17][c:18]2[cH:19][c:20]([CH2:26][c:27]3[cH:28][cH:29][c:30]([F:33])[cH:31][cH:32]3)[c:21]([O:24][CH3:25])[cH:22][cH:23]2)[c:14]([Br:16])[cH:15]1.[CH2:43]1[O:44][CH2:45][CH2:46][CH2:47]1.[CH3:37][CH2:38][O:39][C:40](=[O:41])[CH3:42].[Na+:36].[OH-:35]>>[OH:9][c:10]1[cH:11][c:12]([Br:34])[c:13]([O:17][c:18]2[cH:19][c:20]([CH2:26][c:27]3[cH:28][cH:29][c:30]([F:33])[cH:31][cH:32]3)[c:21]([O:24][CH3:25])[cH:22][cH:23]2)[c:14]([Br:16])[cH:15]1. Reactants: CC(C)(C)OC(=O)NC(Cc1cn(Cc2ccccc2)nn1)C(=O)OCc1ccccc1, ClCCl, Cl, O=C(O)C(F)(F)F, [Na+], O=C([O-])O. Product: COC(=O)NC(Cc1cn(Cc2ccccc2)nn1)C(=O)OCc1ccccc1. Reaction SMILES: [CH2:1]([c:2]1[cH:3][cH:4][cH:5][cH:6][cH:7]1)[n:8]1[n:9][n:10][c:11]([CH2:13][CH:14]([C:15](=[O:16])[O:17][CH2:18][c:19]2[cH:20][cH:21][cH:22][cH:23][cH:24]2)[NH:25][C:26](=[O:27])[O:28][C:29]([CH3:30])([CH3:31])[CH3:32])[cH:12]1.[Cl:46][CH2:47][Cl:48].[ClH:45].[F:33][C:34]([F:35])([F:36])[C:37]([OH:38])=[O:39].[Na+:44].[O-:40][C:41]([OH:42])=[O:43]>>[CH2:1]([c:2]1[cH:3][cH:4][cH:5][cH:6][cH:7]1)[n:8]1[n:9][n:10][c:11]([CH2:13][CH:14]([C:15](=[O:16])[O:17][CH2:18][c:19]2[cH:20][cH:21][cH:22][cH:23][cH:24]2)[NH:25][C:26](=[O:27])[O:28][CH3:29])[cH:12]1. Reactants: COC1=C(OCC(C(=O)O)(C)C)C(=CC=C1OC)C1=C2CCC(C2=CC=C1)=O (3-[2,3-Dimethoxy-6-(1-oxo-indan-4-yl)-phenoxy]-2,2-dimethyl-propionic acid), COC1=C(OCC(C(=O)NC)(C)C)C(=CC=C1OC)C1=C2CCC(C2=CC=C1)=O (3-[2,3-Dimethoxy-6-(1-oxo-indan-4-yl)-phenoxy]-2,2,N-trimethyl-propionamide), COC1=C(OCC(C(=O)O)(C)C)C(=CC=C1OC)C1=C2CCC(C2=CC=C1)=O (3-[2,3-Dimethoxy-6-(1-oxo-indan-4-yl)-phenoxy]-2,2-dimethyl-propionic acid), 2-Methylamine. Yields the product COC1=C(OCC(C(=O)NCC)(C)C)C(=CC=C1OC)C1=C2CCC(C2=CC=C1)=O (3-[2,3-Dimethoxy-6-(1-oxo-indan-4-yl)-phenoxy]-N-ethyl-2,2-dimethyl-propionamide). As a reaction SMILES: [CH3:1][O:2][C:3]1[C:16]([O:17][CH3:18])=[CH:15][CH:14]=[C:13]([C:19]2[CH:27]=[CH:26][CH:25]=[C:24]3[C:20]=2[CH2:21][CH2:22][C:23]3=[O:28])[C:4]=1[O:5][CH2:6][C:7]([CH3:12])([CH3:11])[C:8](O)=[O:9].COC1C(OC)=CC=C(C2C=CC=C3C=2CCC3=O)C=1OC[C:35](C)(C)[C:36]([NH:38]C)=O>>[CH3:1][O:2][C:3]1[C:16]([O:17][CH3:18])=[CH:15][CH:14]=[C:13]([C:19]2[CH:27]=[CH:26][CH:25]=[C:24]3[C:20]=2[CH2:21][CH2:22][C:23]3=[O:28])[C:4]=1[O:5][CH2:6][C:7]([CH3:12])([CH3:11])[C:8]([NH:38][CH2:36][CH3:35])=[O:9]. Procedure details: From 3-[2,3-Dimethoxy-6-(1-oxo-indan-4-yl)-phenoxy]-2,2-dimethyl-propionic acid (Compound 199) and 2-Methylamine solution following the procedure for the preparation of Compound 200. Purification by column chromatography (silica gel, 0-50% ethyl acetate in pet ether) afforded the title compound as a solid. Reactants: CC1=CC=C(C(C1)(C)C)C=O (4,6,6-trimethyl-1,3-cyclohexadiene-1-carbaldehyde), ice water, [Mg] (magnesium), BrC=CC (1-bromo-1-propene). The solvent is C1CCOC1 (THF), C1CCOC1 (THF). The product is CC1=CC=C(C(C1)(C)C)C(C=CC)=O (1-(4,6,6-trimethyl-1,3-cyclohexadien-1-yl)-2-buten-1-one). RXN SMILES: [CH3:1][C:2]1[CH2:7][C:6]([CH3:9])([CH3:8])[C:5]([CH:10]=[O:11])=[CH:4][CH:3]=1.[Mg].Br[CH:14]=[CH:15][CH3:16]>C1COCC1>[CH3:1][C:2]1[CH2:7][C:6]([CH3:8])([CH3:9])[C:5]([C:10](=[O:11])[CH:14]=[CH:15][CH3:16])=[CH:4][CH:3]=1. Reported procedure: 32 g of 4,6,6-trimethyl-1,3-cyclohexadiene-1-carbaldehyde [prepared according to A. F. Thomas et al., Helv. Chim. Acta, 59 (1976), p. 2261-7] in 80 ml of THF were added dropwise to a Grignard compound which had been prepared beforehand from 6 g of magnesium turnings and 32 g of 1-bromo-1-propene in 120 ml of THF. The temperature was maintained at 20° with a water bath during the addition, after which the mixture was heated and kept at reflux over 30 minutes. The reaction mixture was poured into ...